From a dataset of the Open Reaction Database (ORD), a public repository of structured organic reaction records. describe an organic reaction: reactants, conditions, products, and yield Reactants: NC1=C(C=C(C=C1)Br)C(C)(C)O (2-(2-amino-5-bromo-phenyl)-propan-2-ol), COC(C(F)(F)F)O (trifluoroacetaldehyde methyl hemiacetal), S(=O)(=O)([O-])[O-].[Mg+2] (magnesium sulfate). Solvent: C1(=CC=CC=C1)C (toluene). Reaction conditions: temperature 80 celsius. The product is BrC=1C=CC2=C(C(OC(N2)C(F)(F)F)(C)C)C1 (6-bromo-4,4-dimethyl-2-(trifluoromethyl)-1,4-dihydro-2H-3,1-benzoxazine). As a reaction SMILES: [NH2:1][C:2]1[CH:7]=[CH:6][C:5]([Br:8])=[CH:4][C:3]=1[C:9]([OH:12])([CH3:11])[CH3:10].CO[CH:15](O)[C:16]([F:19])([F:18])[F:17].S([O-])([O-])(=O)=O.[Mg+2]>C1(C)C=CC=CC=1>[Br:8][C:5]1[CH:6]=[CH:7][C:2]2[NH:1][CH:15]([C:16]([F:19])([F:18])[F:17])[O:12][C:9]([CH3:10])([CH3:11])[C:3]=2[CH:4]=1 |f:2.3|. Reported procedure: A mixture of 2-(2-amino-5-bromo-phenyl)-propan-2-ol (5 g, 21.7 mmol), trifluoroacetaldehyde methyl hemiacetal (5 mL), and magnesium sulfate (10 g) in toluene (75 mL) was heated at 80° C. under nitrogen. After disappearance of the starting material, the reaction was filtered through a pad of silica gel and the filtrate dried over sodium sulfate and concentrated to give 6-bromo-4,4-dimethyl-2-(trifluoromethyl)-1,4-dihydro-2H-3,1-benzoxazine as an amorphous solid: 1H-NMR (DMSO-d6) δ 7.31 (d, 1H, J=... Yields the product NC(CO)CCOc1ccc(Cl)cc1. Reaction SMILES: [C:1]([O:2][C:3](=[O:7])[N:8]1[C:4]([CH3:5])([CH3:6])[O:10][CH2:11][CH:12]1[CH2:13][CH2:14][O:15][c:16]1[cH:17][cH:18][c:19]([Cl:22])[cH:20][cH:21]1)([CH3:9])([CH3:23])[CH3:24].[CH3:26][CH2:27][OH:28].[ClH:25]>>[NH2:8][CH:12]([CH2:11][OH:10])[CH2:13][CH2:14][O:15][c:16]1[cH:17][cH:18][c:19]([Cl:22])[cH:20][cH:21]1. Starting materials: CC(C)(C)OC(=O)N1C(CCOc2ccc(Cl)cc2)COC1(C)C, CCO, Cl. Reactants: NC=1C=NC2=CC=CC=C2C1N (3,4-diaminoquinoline), C(C)(=O)O (acetic acid), O (water), C(=O)(OC)NC(SC)=N (N-carbomethoxy-S-methylisothiourea). Solvent: C(C)O (ethanol), C(C)O (ethanol). Product: O.N1C(=NC=2C=NC=3C=CC=CC3C21)NC(=O)OC (methyl 1H-imidazo[4,5-c]quinolin-2-carbamate hydrate). As a reaction SMILES: [NH2:1][C:2]1[CH:3]=[N:4][C:5]2[C:10]([C:11]=1[NH2:12])=[CH:9][CH:8]=[CH:7][CH:6]=2.C(O)(=[O:15])C.O.[C:18]([NH:22][C:23](=N)SC)([O:20][CH3:21])=[O:19]>C(O)C>[OH2:15].[NH:12]1[C:11]2[C:10]3[CH:9]=[CH:8][CH:7]=[CH:6][C:5]=3[N:4]=[CH:3][C:2]=2[N:1]=[C:23]1[NH:22][C:18]([O:20][CH3:21])=[O:19] |f:5.6|. Reported procedure: To a solution of 6.6 g (0.041 mole) of 3,4-diaminoquinoline (from Example 39), 2.0 ml of glacial acetic acid, 35 cc of ethanol and 35 ml of water was added 9.3 g (0.045 mole) of N-carbomethoxy-S-methylisothiourea, and the mixture was heated at its reflux temperature for two hours. Evaporation provided a residue which was suspended in ethanol, separated by filtration and washed with water. Recrystallization from ethanol provided methyl 1H-imidazo[4,5-c]quinolin-2-carbamate hydrate, m.p. >250° C. ... Starting materials: NC=1SC2=C(N1)C=CC(=C2)C (2-amino-6-methylbenzothiazole), BrBr (bromine). Solvent: C(Cl)(Cl)Cl (chloroform), C(Cl)(Cl)Cl (chloroform). Run at time 2 hour. The product is NC=1SC2=C(N1)C(=CC(=C2)C)Br (2-amino-4-bromo-6-methylbenzothiazole). The yield is 92.0%. RXN SMILES: [NH2:1][C:2]1[S:3][C:4]2[CH:10]=[C:9]([CH3:11])[CH:8]=[CH:7][C:5]=2[N:6]=1.[Br:12]Br>C(Cl)(Cl)Cl>[NH2:1][C:2]1[S:3][C:4]2[CH:10]=[C:9]([CH3:11])[CH:8]=[C:7]([Br:12])[C:5]=2[N:6]=1. Procedure: 16.4 g of 2-amino-6-methylbenzothiazole was dissolved in 500 ml of chloroform. To this solution was added dropwise 16.0 g of bromine dissolved in 10 ml of chloroform at room temperature. The reaction mixture was stirred for 2 hours and then washed once with 10% aqueous sodium hydroxide solution and water, respectively. The organic layer was separated, dried with anhydrous sodium sulfate and then evaporated to obtain the title compound in the yield of 92%. Reactants: C(O)([O-])=O.[Na+] (sodium hydrogen carbonate), C([O-])([O-])=O.[K+].[K+] (potassium carbonate), CI (methyl iodide), C1(CC1)CN1[C@H]2[C@@]3(CCC([C@H]4[C@@]3(C=3C(=C(C=CC3C2)OCOC)O4)CC1)N1C(C=4C(C1=O)=C(C=CC4)O)=O)O (N-(17-cyclopropylmethyl-4,5α-epoxy-14-hydroxy-3-methoxymethoxy-morphinan-6-yl)-3-hydroxy-phthalimide). Solvent: CN(C)C=O (DMF). Reaction conditions: time 3.5 hour. Yields the product C1(CC1)CN1[C@H]2[C@@]3(CC[C@H]([C@H]4[C@@]3(C=3C(=C(C=CC3C2)OCOC)O4)CC1)N1C(C=4C(C1=O)=C(C=CC4)OC)=O)O (N-(17-cyclopropylmethyl-4,5α-epoxy-14-hydroxy-3-methoxymethoxy-morphinan-6β-yl)-3-methoxy-phthalimide). Yield: 93.1%. RXN SMILES: [CH:1]1([CH2:4][N:5]2[CH2:26][CH2:25][C@:12]34[C:13]5[C:14]6[O:24][C@H:11]3[CH:10]([N:27]3[C:31](=[O:32])[C:30]7=[C:33]([OH:37])[CH:34]=[CH:35][CH:36]=[C:29]7[C:28]3=[O:38])[CH2:9][CH2:8][C@@:7]4([OH:39])[C@H:6]2[CH2:19][C:18]=5[CH:17]=[CH:16][C:15]=6[O:20][CH2:21][O:22][CH3:23])[CH2:3][CH2:2]1.[C:40](=O)([O-])[O-].[K+].[K+].CI.C(=O)([O-])O.[Na+]>CN(C=O)C>[CH:1]1([CH2:4][N:5]2[CH2:26][CH2:25][C@:12]34[C:13]5[C:14]6[O:24][C@H:11]3[C@H:10]([N:27]3[C:31](=[O:32])[C:30]7=[C:33]([O:37][CH3:40])[CH:34]=[CH:35][CH:36]=[C:29]7[C:28]3=[O:38])[CH2:9][CH2:8][C@@:7]4([OH:39])[C@H:6]2[CH2:19][C:18]=5[CH:17]=[CH:16][C:15]=6[O:20][CH2:21][O:22][CH3:23])[CH2:3][CH2:2]1 |f:1.2.3,5.6|. Procedure: In 5 mL of DMF, 119 mg (0.22 mmol) of N-(17-cyclopropylmethyl-4,5α-epoxy-14-hydroxy-3-methoxymethoxy-morphinan-6-yl)-3-hydroxy-phthalimide obtained in Example 102-1 was dissolved, and 93 mg of potassium carbonate and 0.02 mL of methyl iodide were added thereto, followed by stirring the mixture at room temperature for 3.5 hours. Aqueous saturated sodium hydrogen carbonate solution was added to this reaction solution, and the resulting mixture was extracted with chloroform. Organic layers were com... The reactants are ClC(Cl)Cl, OCC=C(c1ccc(Cl)cc1)c1cccnc1. Product: O=CC=C(c1ccc(Cl)cc1)c1cccnc1. Reaction SMILES: [CH:18]([Cl:19])([Cl:20])[Cl:21].[Cl:1][c:2]1[cH:3][cH:4][c:5]([C:8](=[CH:9][CH2:10][OH:11])[c:12]2[cH:13][n:14][cH:15][cH:16][cH:17]2)[cH:6][cH:7]1>>[Cl:1][c:2]1[cH:3][cH:4][c:5]([C:8](=[CH:9][CH:10]=[O:11])[c:12]2[cH:13][n:14][cH:15][cH:16][cH:17]2)[cH:6][cH:7]1.